From a dataset of the Open Reaction Database (ORD), a public repository of structured organic reaction records. describe an organic reaction: reactants, conditions, products, and yield Reactants: C(CCCCCCCCCCCCC)OC1=CC=C(C=C1)C(CBr)=O (p-tetradecyloxy-ω-bromoacetophenone), C(CCCCCCCCCCCCC)OC1=CC=C(C=C1)C(CBr)=O (p-tetradecyloxy-ω-bromoacetophenone), C(Cl)(Cl)Cl (chloroform), C1N2CN3CN1CN(C2)C3 (urotropin). Run at time 2 hour. Product: Cl.C(CCCCCCCCCCCCC)OC1=CC=C(C=C1)C(CN)=O (p-tetradecyloxy-ω-aminoacetophenone hydrochloride). The yield is 95.0%. As a reaction SMILES: [CH2:1]([O:15][C:16]1[CH:21]=[CH:20][C:19]([C:22](=[O:25])[CH2:23]Br)=[CH:18][CH:17]=1)[CH2:2][CH2:3][CH2:4][CH2:5][CH2:6][CH2:7][CH2:8][CH2:9][CH2:10][CH2:11][CH2:12][CH2:13][CH3:14].C1N2CN3CN(C2)C[N:27]1C3.C(Cl)(Cl)[Cl:37]>>[ClH:37].[CH2:1]([O:15][C:16]1[CH:21]=[CH:20][C:19]([C:22](=[O:25])[CH2:23][NH2:27])=[CH:18][CH:17]=1)[CH2:2][CH2:3][CH2:4][CH2:5][CH2:6][CH2:7][CH2:8][CH2:9][CH2:10][CH2:11][CH2:12][CH2:13][CH3:14] |f:3.4|. Procedure details: 88 g of p-tetradecyloxy-ω-bromoacetophenone (stage 2 of compound 29) are dissolved in 320 ml of dried chloroform. 30.4 g of urotropin are added at room temperature. The solution undergoes spontaneous heating. It is stirred for 2 hours at room temperature. The chloroform is distilled off and the solid residue is rubbed with acetone. The crystalline deposit is filtered off under suction and washed repeatedly with acetone. The crude product is then introduced into a solution of 140 ml of concentrat...